From a dataset of the Open Reaction Database (ORD), a public repository of structured organic reaction records. describe an organic reaction: reactants, conditions, products, and yield Reactants: ICC[C@@H](CCCCCCC)O (1-iodo-3(R)-decanol), C[Si](C)(C)Cl (trimethylsilyl chloride). Run in C(Cl)Cl (methylene chloride). Run at time 1 hour. Yields the product ICC[C@@H](CCCCCCC)O[Si](C)(C)C (1-Iodo-3(R)-trimethylsilyloxydecane). RXN SMILES: [I:1][CH2:2][CH2:3][C@H:4]([OH:12])[CH2:5][CH2:6][CH2:7][CH2:8][CH2:9][CH2:10][CH3:11].[CH3:13][Si:14](Cl)([CH3:16])[CH3:15]>C(Cl)Cl>[I:1][CH2:2][CH2:3][C@H:4]([O:12][Si:14]([CH3:16])([CH3:15])[CH3:13])[CH2:5][CH2:6][CH2:7][CH2:8][CH2:9][CH2:10][CH3:11]. Procedure: To a solution of 1-iodo-3(R)-decanol (490 mg) in methylene chloride (10 ml) was added trimethylsilyl chloride (336 mg) and N-ethyldiiosopropylamin (398 mg). After stirring for 1 hour, the mixture was washed with phosphate buffer (pH 6.5, 0.066M, 10 ml) and brine (10 ml), dried and evaporated in vacuo. The residue was purified by chromatography (silica gel, 20 g, methylene chloride as eluent) to give the title compound as an oil, δ (300 MHz) 0.13 (9H, s), 0.87 (3H, t), 1.15-1.50 (12H, m), 1.92 (2...